Task: describe an organic reaction: reactants, conditions, products, and yield. Dataset: the Open Reaction Database (ORD), a public repository of structured organic reaction records Reactants: BrC=1C(=C(C#N)C(=CC1)OC)C (3-bromo-6-methoxy-2-methylbenzonitrile), C1CC(=O)N(C1=O)Br (NBS), C(CCC)[Sn](C(=C)OCC)(CCCC)CCCC (tributyl(1-ethoxyethenyl)stannane), O1CCOCC1 (dioxane). The reagents and catalysts are Cl[Pd]([P](C1=CC=CC=C1)(C2=CC=CC=C2)C3=CC=CC=C3)([P](C4=CC=CC=C4)(C5=CC=CC=C5)C6=CC=CC=C6)Cl (BIS(TRIPHENYLPHOSPHINE)PALLADIUM(II) CHLORIDE). Solvent: CCOC(=O)C (EtOAc). Conditions: temperature 100 celsius, time 5 minute. The product is BrCC(=O)C=1C(=C(C#N)C(=CC1)OC)C (3-(bromoacetyl)-6-methoxy-2-methylbenzonitrile). RXN SMILES: Br[C:2]1[C:3]([CH3:12])=[C:4]([C:7]([O:10][CH3:11])=[CH:8][CH:9]=1)[C:5]#[N:6].C([Sn](CCCC)(CCCC)[C:18]([O:20]CC)=[CH2:19])CCC.O1CCOCC1.C1C(=O)N([Br:44])C(=O)C1>CCOC(C)=O.Cl[Pd](Cl)([P](C1C=CC=CC=1)(C1C=CC=CC=1)C1C=CC=CC=1)[P](C1C=CC=CC=1)(C1C=CC=CC=1)C1C=CC=CC=1>[Br:44][CH2:20][C:18]([C:2]1[C:3]([CH3:12])=[C:4]([C:7]([O:10][CH3:11])=[CH:8][CH:9]=1)[C:5]#[N:6])=[O:19] |^1:53,72|. Reported procedure: To a flask charged with 3-bromo-6-methoxy-2-methylbenzonitrile (0.98 g, 4.33 mmol) and a stir bar was added BIS(TRIPHENYLPHOSPHINE)PALLADIUM(II) CHLORIDE (0.152 g, 0.217 mmol), tributyl(1-ethoxyethenyl)stannane (2.35 g, 6.50 mmol), and dioxane (20 mL). The mixture was fitted with a condenser and purged three times with nitrogen, and heated to 100° C. for 3 hours. The reaction was cooled, and to the solution was added THF (16 mL) and water (8 mL). After cooling the solution to 0° C. with an ice b... Starting materials: ClCCl, CC(C)N(C(C)C)P(OCc1ccccc1)OCc1ccccc1, OC(Cn1cncn1)(Cn1cnc(C=Cc2ccc(OCC(F)(F)C(F)F)cc2)n1)c1ccc(F)cc1F, OO, c1nnn[nH]1. Yields the product O=P(OCc1ccccc1)(OCc1ccccc1)OC(Cn1cncn1)(Cn1cnc(C=Cc2ccc(OCC(F)(F)C(F)F)cc2)n1)c1ccc(F)cc1F. As a reaction SMILES: [CH2:70]([Cl:71])[Cl:72].[CH:44]([N:45]([CH:46]([CH3:47])[CH3:65])[P:48]([O:49][CH2:50][c:51]1[cH:52][cH:53][cH:54][cH:55][cH:56]1)[O:57][CH2:58][c:59]1[cH:60][cH:61][cH:62][cH:63][cH:64]1)([CH3:66])[CH3:67].[F:1][c:2]1[c:3]([C:9]([CH2:10][n:11]2[n:12][c:13]([CH:16]=[CH:17][c:18]3[cH:19][cH:20][c:21]([O:24][CH2:25][C:26]([CH:27]([F:28])[F:29])([F:30])[F:31])[cH:22][cH:23]3)[n:14][cH:15]2)([CH2:32][n:33]2[n:34][cH:35][n:36][cH:37]2)[OH:38])[cH:4][cH:5][c:6]([F:8])[cH:7]1.[OH:68][OH:69].[nH:39]1[cH:40][n:41][n:42][n:43]1>>[F:1][c:2]1[c:3]([C:9]([CH2:10][n:11]2[n:12][c:13]([CH:16]=[CH:17][c:18]3[cH:19][cH:20][c:21]([O:24][CH2:25][C:26]([CH:27]([F:28])[F:29])([F:30])[F:31])[cH:22][cH:23]3)[n:14][cH:15]2)([CH2:32][n:33]2[n:34][cH:35][n:36][cH:37]2)[O:38][P:48]([O:49][CH2:50][c:51]2[cH:52][cH:53][cH:54][cH:55][cH:56]2)([O:57][CH2:58][c:59]2[cH:60][cH:61][cH:62][cH:63][cH:64]2)=[O:68])[cH:4][cH:5][c:6]([F:8])[cH:7]1. The reactants are ClCCl, CCOc1cc(C(O)c2ccc3c(c2)OCO3)ccc1OC, O=[Mn]=O. Product: CCOc1cc(C(=O)c2ccc3c(c2)OCO3)ccc1OC. Reaction SMILES: [Cl:23][CH2:24][Cl:25].[O:1]1[CH2:2][O:3][c:4]2[c:5]1[cH:6][cH:7][c:8]([CH:10]([OH:11])[c:12]1[cH:13][c:14]([O:20][CH2:21][CH3:22])[c:15]([O:18][CH3:19])[cH:16][cH:17]1)[cH:9]2.[O:26]=[Mn:27]=[O:28]>>[O:1]1[CH2:2][O:3][c:4]2[c:5]1[cH:6][cH:7][c:8]([C:10](=[O:11])[c:12]1[cH:13][c:14]([O:20][CH2:21][CH3:22])[c:15]([O:18][CH3:19])[cH:16][cH:17]1)[cH:9]2. Run in CO (methanol), O (water), C(C)(=O)OCC (ethyl acetate). Reported procedure: 3-(phenoxy)-4,5-dihydroisoxazole I-222a and I-222b were prepared in 3 steps according to the following procedures: 3-hydroxy benzoic acid methyl ester is reacted with racemic bromoisoxazole I-75 using Method 5. The resulting methyl ester (1.0 equiv) is dissolved in methanol (0.08 M) after which hydrazine (50 equiv, 50% by weight in water) is added and the reaction is allowed to stir for 14 h. The reaction mixture is then concentrated under vacuum and used directly in the next step. Triethylortho... Reactants: methyl ester, NN (hydrazine), COC(C1=CC(=CC=C1)O)=O (3-hydroxy benzoic acid methyl ester), BrC1=NOC=C1 (racemic bromoisoxazole), C(C)C(C([O-])([O-])[O-])(CC)CC (Triethylorthoacetate). Run at time 14 hour. RXN SMILES: COC(=O)[C:4]1[CH:9]=[CH:8][CH:7]=[C:6]([OH:10])[CH:5]=1.Br[C:13]1[CH:17]=[CH:16][O:15][N:14]=1.[NH2:18][NH2:19].C([C:22](CC)(CC)[C:23]([O-:26])([O-])[O-])C>CO.O.C(OCC)(=O)C>[O:10]([C:13]1[CH2:17][CH2:16][O:15][N:14]=1)[C:6]1[CH:5]=[CH:4][CH:9]=[CH:8][CH:7]=1.[O:26]1[CH:23]=[CH:22][N:19]=[N:18]1. Yields the product O(C1=CC=CC=C1)C1=NOCC1 (3-(phenoxy)-4,5-dihydroisoxazole), O1N=NC=C1 (racemic oxadiazole). Reactants: 1S, [NH4+].[Cl-] (NH4Cl), [Li+].C[Si](C)(C)[N-][Si](C)(C)C (LiHMDS), [Li]C (MeLi), C1(=CC=CC=C1)S(=O)(=O)C1C=CCC(C1C)O (5-Benzenesulfonyl-6-methylcyclohex-3-enol), epoxy-dienyl sulfone. Solvent: CCOCC (Et2O), CCOCC (Et2O), C1CCOC1 (THF). As a reaction SMILES: [C:1]1([S:7]([CH:10]2[CH:15](C)[CH:14]([OH:17])[CH2:13][CH:12]=[CH:11]2)(=[O:9])=[O:8])[CH:6]=[CH:5][CH:4]=[CH:3][CH:2]=1.[Li+].[CH3:19][Si]([N-][Si](C)(C)C)(C)C.[NH4+].[Cl-].[Li]C>C1COCC1.CCOCC>[C:1]1([S:7]([C:10]2[C@@H:11]([CH3:19])[CH2:12][CH2:13][C:14](=[O:17])[CH:15]=2)(=[O:8])=[O:9])[CH:2]=[CH:3][CH:4]=[CH:5][CH:6]=1 |f:1.2,3.4|. Procedure: (1S, 55, 65)-5-Benzenesulfonyl-6-methylcyclohex-3-enol (22aMe). To a solution of epoxy-dienyl sulfone SS-9a (0.377 g, 1.6 mmol) in THF (10 mL) at −78° C. was slowly added LiHMDS (1.8 mL, 1.8 mmol). The solution was stirred for 30 min, followed by addition of sat'd solution of NH4Cl (5 mL). Et2O (5 mL) was added to the mixture and separated. The aqueous layer was extracted with Et2O (2×5 mL) and the organic layers are combined, dried over MgSO4 and concentrated. The resulting solid was dissolved ... Isolated yield 92.0%. Yields the product C1(=CC=CC=C1)S(=O)(=O)C1=CC(CC[C@@H]1C)=O ((S)-3-Benzenesulfonyl-4-methylcyclohex-2-enone). Reaction conditions: time 30 minute. The reactants are COCCC(N)COC, CC#N, CCN(C(C)C)C(C)C, Cc1cc(Cl)c([N+](=O)[O-])c(=O)[nH]1, ClCCl. Product: COCCC(COC)Nc1cc(C)[nH]c(=O)c1[N+](=O)[O-]. As a reaction SMILES: [CH3:1][O:2][CH2:3][CH:4]([CH2:5][CH2:6][O:7][CH3:8])[NH2:9].[CH3:31][C:32]#[N:33].[CH:22]([N:23]([CH:24]([CH3:25])[CH3:26])[CH2:27][CH3:28])([CH3:29])[CH3:30].[Cl:10][c:11]1[c:12]([N+:19](=[O:20])[O-:21])[c:13](=[O:18])[nH:14][c:15]([CH3:17])[cH:16]1.[Cl:34][CH2:35][Cl:36]>>[CH3:1][O:2][CH2:3][CH:4]([CH2:5][CH2:6][O:7][CH3:8])[NH:9][c:11]1[c:12]([N+:19](=[O:20])[O-:21])[c:13](=[O:18])[nH:14][c:15]([CH3:17])[cH:16]1. Reactants: Fc1ccc(C#Cc2cncc(Br)c2)cc1, CN(C)C=O, CC(C)[Mg+], [Cl-], C1CCOC1. Product: O=Cc1cncc(C#Cc2ccc(F)cc2)c1. As a reaction SMILES: [Br:11][c:12]1[cH:13][n:14][cH:15][c:16]([C:18]#[C:19][c:20]2[cH:21][cH:22][c:23]([F:26])[cH:24][cH:25]2)[cH:17]1.[CH3:27][N:28]([CH3:29])[CH:30]=[O:31].[CH:2]([Mg+:3])([CH3:4])[CH3:5].[Cl-:1].[O:6]1[CH2:7][CH2:10][CH2:9][CH2:8]1>>[O:6]=[CH:7][c:12]1[cH:13][n:14][cH:15][c:16]([C:18]#[C:19][c:20]2[cH:21][cH:22][c:23]([F:26])[cH:24][cH:25]2)[cH:17]1. Reactants: [Li]CCCC (n-BuLi), COC1=CC(=C(C=C1)C1=CC=CC2=CN(N=C12)C)C (7-(4-Methoxy-2-methyl-phenyl)-2-methyl-2H-indazole), COCC(CCOC)=O (1,4-dimethoxy-2-butanone). The solvent is CCOC(=O)C (EtOAc), C1CCOC1 (THF). Conditions: temperature -78 celsius, time 10 minute. The product is COCC(CCOC)(O)C=1N(N=C2C(=CC=CC12)C1=C(C=C(C=C1)OC)C)C (1,4-Dimethoxy-2-[7-(4-methoxy-2-methyl-phenyl)-2-methyl-2H-indazol-3-yl]-butan-2-ol). Yield: 64.5%. RXN SMILES: [CH3:1][O:2][C:3]1[CH:8]=[CH:7][C:6]([C:9]2[C:17]3[C:13](=[CH:14][N:15]([CH3:18])[N:16]=3)[CH:12]=[CH:11][CH:10]=2)=[C:5]([CH3:19])[CH:4]=1.[Li]CCCC.[CH3:25][O:26][CH2:27][C:28](=[O:33])[CH2:29][CH2:30][O:31][CH3:32]>C1COCC1.CCOC(C)=O>[CH3:25][O:26][CH2:27][C:28]([C:14]1[N:15]([CH3:18])[N:16]=[C:17]2[C:13]=1[CH:12]=[CH:11][CH:10]=[C:9]2[C:6]1[CH:7]=[CH:8][C:3]([O:2][CH3:1])=[CH:4][C:5]=1[CH3:19])([OH:33])[CH2:29][CH2:30][O:31][CH3:32]. Procedure details: Indazole 4c (0.29 g, 0.79 mMol) was dissolved in 5 mL dry THF under a nitrogen atmosphere and cooled to −78° C. n-BuLi (0.4 mL of 2.5 M hexane solution, 1 mMol) was added dropwise via syringe, and stirred at −78° C. for 10 minutes. 1,4-dimethoxy-2-butanone (0.16 g, 1.18 mMol) was added dropwise at −78° C. and then the reaction mixture was allowed to warm to rt. The reaction mixture was diluted with EtOAc (50 mL) and washed successively with saturated ammonium chloride solution, brine and dried o... The reactants are O (water), FC=1C=C2C=CNC2=CC1 (5-fluoroindole), C1(CCCCO1)=O (δ-valerolactone), [OH-].[K+] (potassium hydroxide). The solvent is CC=1C=CC(=CC1)C(C)C (p-cymene). Conditions: time 80 hour. Yields the product FC=1C=C2C(=CNC2=CC1)CCCCC(=O)O (5-(5-fluoro-1H-indol-3-yl)pentanoic acid). Isolated yield 21.8%. As a reaction SMILES: O.[F:2][C:3]1[CH:4]=[C:5]2[C:9](=[CH:10][CH:11]=1)[NH:8][CH:7]=[CH:6]2.[C:12]1(=[O:18])[O:17][CH2:16][CH2:15][CH2:14][CH2:13]1.[OH-].[K+]>CC1C=CC(C(C)C)=CC=1>[F:2][C:3]1[CH:4]=[C:5]2[C:9](=[CH:10][CH:11]=1)[NH:8][CH:7]=[C:6]2[CH2:16][CH2:15][CH2:14][CH2:13][C:12]([OH:18])=[O:17] |f:3.4|. Procedure: In a water separator, 5-fluoroindole (5.0 g, 37 mmol.), δ-valerolactone (3.83 ml, 42 mmol.), potassium hydroxide (3.09 g, 55 mmol.) in p-cymene (120 ml) were heated to boiling, with stirring. The water separation was stopped after 80 h. For working up, water (50 ml) was added to the mixture at RT and stirring was carried out for 30 min. The phases were then separated in a separating funnel. The aqueous phase was washed with ether (3×20 ml), adjusted to pH 1 with 2M HCl and extracted with ether (... Product: COC(C1=CC=C(C=C1)SC)OC (4-(Methylthio)benzaldehyde dimethyl acetal). Reactants: C(OC)(OC)OC (trimethyl orthoformate), CSC1=CC=C(C=O)C=C1 (4-(methylthio)benzaldehyde). The solvent is ClCCl (dichloromethane). Isolated yield 96.9%. Procedure details: A suspension of K-10 (32 g) in trimethyl orthoformate (115 ml, 1.05 mol) was added to a solution of 4-(methylthio)benzaldehyde (31.0 g, 0.203 mol) in dichloromethane (300 ml) at 0° C. The obtained mixture was stirred at room temperature for 20 minutes and filtered to remove the K-10. The filter cake was washed with dichloromethane. The filtrate and washings were together washed with a saturated aqueous solution of sodium hydrogencarbonate and a saturated aqueous solution of common salt, dried ov... As a reaction SMILES: [CH:1](OC)([O:4][CH3:5])[O:2][CH3:3].[CH3:8][S:9][C:10]1[CH:17]=[CH:16][C:13](C=O)=[CH:12][CH:11]=1>ClCCl>[CH3:3][O:2][CH:1]([O:4][CH3:5])[C:13]1[CH:16]=[CH:17][C:10]([S:9][CH3:8])=[CH:11][CH:12]=1. Run at time 20 minute.